Dataset: the Open Reaction Database (ORD), a public repository of structured organic reaction records. Task: describe an organic reaction: reactants, conditions, products, and yield Starting materials: C(C)(C)(C)NS(=O)(=O)C1=CC(=CC=C1)C1=CC=C2C=NC(=NN21)O (N-tert-butyl-3-(2-hydroxy-pyrrolo[2,1-f][1,2,4]triazin-7-yl)-benzenesulfonamide), CS(=O)(=O)N1CCCC2=CC=C(C=C12)N (1-methanesulfonyl-1,2,3,4-tetrahydro-quinolin-7-ylamine). Yields the product C(C)(C)(C)NS(=O)(=O)C1=CC(=CC=C1)C1=CC=C2C=NC(=NN21)NC2=CC=C1CCCN(C1=C2)S(=O)(=O)C (N-tert-Butyl-3-[2-(1-methanesulfonyl-1,2,3,4-tetrahydro-quinolin-7-ylamino)-pyrrolo[2,1-f][1,2,4]triazin-7-yl]-benzenesulfonamide), solid. The yield is 57.0%. RXN SMILES: [C:1]([NH:5][S:6]([C:9]1[CH:14]=[CH:13][CH:12]=[C:11]([C:15]2[N:23]3[C:18]([CH:19]=[N:20][C:21](O)=[N:22]3)=[CH:17][CH:16]=2)[CH:10]=1)(=[O:8])=[O:7])([CH3:4])([CH3:3])[CH3:2].[CH3:25][S:26]([N:29]1[C:38]2[C:33](=[CH:34][CH:35]=[C:36]([NH2:39])[CH:37]=2)[CH2:32][CH2:31][CH2:30]1)(=[O:28])=[O:27]>>[C:1]([NH:5][S:6]([C:9]1[CH:14]=[CH:13][CH:12]=[C:11]([C:15]2[N:23]3[C:18]([CH:19]=[N:20][C:21]([NH:39][C:36]4[CH:37]=[C:38]5[C:33]([CH2:32][CH2:31][CH2:30][N:29]5[S:26]([CH3:25])(=[O:28])=[O:27])=[CH:34][CH:35]=4)=[N:22]3)=[CH:17][CH:16]=2)[CH:10]=1)(=[O:8])=[O:7])([CH3:4])([CH3:3])[CH3:2]. Reported procedure: N-tert-Butyl-3-[2-(1-methanesulfonyl-1,2,3,4-tetrahydro-quinolin-7-ylamino)-pyrrolo[2,1-f][1,2,4]triazin-7-yl]-benzenesulfonamide was prepared from N-tert-butyl-3-(2-hydroxy-pyrrolo[2,1-f][1,2,4]triazin-7-yl)-benzenesulfonamide and 1-methanesulfonyl-1,2,3,4-tetrahydro-quinolin-7-ylamine in an analogous manner to Example 1052a. Product isolated as a yellow solid (69 mg, 57%). m.p.=187-191° C.; LCMS (m/e) 555 (M+H); 1H-NMR (d6-DMSO, 400 MHz) δ 9.50 (s, 1H), 9.04 (s, 1H), 8.51-8.42 (m, 2H), 7.82 (d...